Dataset: the Open Reaction Database (ORD), a public repository of structured organic reaction records. Task: describe an organic reaction: reactants, conditions, products, and yield Starting materials: CCOCCO, CO, Clc1nc2ccccc2c2[nH]c3ccccc3c12, Cl, NCCNCCO. Product: Cl, OCCNCCNc1nc2ccccc2c2[nH]c3ccccc3c12. As a reaction SMILES: [CH3:27][CH2:28][O:29][CH2:30][CH2:31][OH:32].[CH3:33][OH:34].[Cl:1][c:2]1[n:3][c:4]2[cH:5][cH:6][cH:7][cH:8][c:9]2[c:10]2[c:11]1[c:12]1[cH:13][cH:14][cH:15][cH:16][c:17]1[nH:18]2.[ClH:26].[OH:19][CH2:20][CH2:21][NH:22][CH2:23][CH2:24][NH2:25]>>[ClH:1].[c:2]1([NH:25][CH2:24][CH2:23][NH:22][CH2:21][CH2:20][OH:19])[n:3][c:4]2[cH:5][cH:6][cH:7][cH:8][c:9]2[c:10]2[c:11]1[c:12]1[cH:13][cH:14][cH:15][cH:16][c:17]1[nH:18]2. Reactants: ClC1=CC(=CC=C1)C(=O)OO (m-chloroperbenzoic acid), COC=1C=C2C(=C(C(C2=CC1)=CC1=CC=C(C=C1)S(=O)C)C)CC(=O)O (5-methoxy-2-methyl-1-(p-methylsulfinylbenzylidene)-3-indenylacetic acid). Solvent: CC(=O)C (acetone). The product is COC=1C=C2C(=C(C(C2=CC1)=CC1=CC=C(C=C1)S(=O)(=O)C)C)CC(=O)O (5-methoxy-2-methyl-1-(p-methylsulfonylbenzylidene)-3-indenylacetic acid). Reaction SMILES: ClC1C=CC=C(C(OO)=[O:9])C=1.[CH3:12][O:13][C:14]1[CH:15]=[C:16]2[C:20](=[CH:21][CH:22]=1)[C:19](=[CH:23][C:24]1[CH:29]=[CH:28][C:27]([S:30]([CH3:32])=[O:31])=[CH:26][CH:25]=1)[C:18]([CH3:33])=[C:17]2[CH2:34][C:35]([OH:37])=[O:36]>CC(C)=O>[CH3:12][O:13][C:14]1[CH:15]=[C:16]2[C:20](=[CH:21][CH:22]=1)[C:19](=[CH:23][C:24]1[CH:29]=[CH:28][C:27]([S:30]([CH3:32])(=[O:9])=[O:31])=[CH:26][CH:25]=1)[C:18]([CH3:33])=[C:17]2[CH2:34][C:35]([OH:37])=[O:36]. Procedure: 5-methoxy-2-methyl-1-(p-methylsulfonylbenzylidene)-3-indenylacetic acid is prepared by the addition of 1.0 mol of m-chloroperbenzoic acid per mol of 5-methoxy-2-methyl-1-(p-methylsulfinylbenzylidene)-3-indenylacetic acid in an acetone solution. Starting materials: CC(C)(C)OC(=O)CBr, O=C([O-])[O-], CC(C)=O, O=[N+]([O-])c1ccc(O)c(F)c1, [K+], [K+]. Product: CC(C)(C)OC(=O)COc1ccc([N+](=O)[O-])cc1F. RXN SMILES: [Br:1][CH2:2][C:3](=[O:4])[O:5][C:6]([CH3:7])([CH3:8])[CH3:9].[C:21](=[O:22])([O-:23])[O-:24].[CH3:27][C:28](=[O:29])[CH3:30].[F:10][c:11]1[c:12]([OH:20])[cH:13][cH:14][c:15]([N+:17](=[O:18])[O-:19])[cH:16]1.[K+:25].[K+:26]>>[CH2:2]([C:3](=[O:4])[O:5][C:6]([CH3:7])([CH3:8])[CH3:9])[O:20][c:12]1[c:11]([F:10])[cH:16][c:15]([N+:17](=[O:18])[O-:19])[cH:14][cH:13]1.